Dataset: the Open Reaction Database (ORD), a public repository of structured organic reaction records. Task: describe an organic reaction: reactants, conditions, products, and yield The reactants are FC1=C(C=CC(=C1)F)NC1=C(C(=O)OC)C=C(C(=N1)O)F (methyl 2-(2,4-difluorophenylamino)-5-fluoro-6-hydroxynicotinate), [OH-].[Na+] (sodium hydroxide), C(C)(=O)OCC (ethyl acetate), O (water). Solvent: CO (methanol). Product: FC1=C(C=CC(=C1)F)NC1=C(C(=O)O)C=C(C(=N1)O)F (2-(2,4-difluorophenylamino)-5-fluoro-6-hydroxynicotinic acid). The yield is 93.7%. Reaction SMILES: [F:1][C:2]1[CH:7]=[C:6]([F:8])[CH:5]=[CH:4][C:3]=1[NH:9][C:10]1[N:19]=[C:18]([OH:20])[C:17]([F:21])=[CH:16][C:11]=1[C:12]([O:14]C)=[O:13].[OH-].[Na+].C(OCC)(=O)C.O>CO>[F:1][C:2]1[CH:7]=[C:6]([F:8])[CH:5]=[CH:4][C:3]=1[NH:9][C:10]1[N:19]=[C:18]([OH:20])[C:17]([F:21])=[CH:16][C:11]=1[C:12]([OH:14])=[O:13] |f:1.2|. Reported procedure: In 30 ml of methanol was suspended 3.00 g of methyl 2-(2,4-difluorophenylamino)-5-fluoro-6-hydroxynicotinate, and 16.1 ml of 2N aqueous sodium hydroxide solution was added thereto at room temperature, after which the resulting mixture was subjected to reaction under reflux for 4 hours. Subsequently, the reaction mixture was added to a mixture of 60 ml of ethyl acetate and 60 ml of water, and the aqueous layer was separated. The aqueous layer was adjusted to pH 1.0 with 6N hydrochloric acid, and ... Starting materials: CC(=O)c1ccccc1N(C)C(=O)CBr, CN(C)C=O, [N-]=[N+]=[N-], [Na+], O. Product: CC(=O)c1ccccc1N(C)C(=O)CN=[N+]=[N-]. RXN SMILES: [C:1]([CH3:2])(=[O:3])[c:4]1[c:5]([N:6]([C:7]([CH2:8][Br:9])=[O:10])[CH3:11])[cH:12][cH:13][cH:14][cH:15]1.[CH3:20][N:21]([CH3:22])[CH:23]=[O:24].[N-:17]=[N+:18]=[N-:19].[Na+:16].[OH2:25]>>[C:1]([CH3:2])(=[O:3])[c:4]1[c:5]([N:6]([C:7]([CH2:8][N:17]=[N+:18]=[N-:19])=[O:10])[CH3:11])[cH:12][cH:13][cH:14][cH:15]1. The reactants are B(Br)(Br)Br (boron tribromide), ClCCl (dichloromethane), COC1=CC=C(C=C1)C=1SC(=CC1)CCCCC (2-(4-methoxyphenyl)-5-pentylthiophene), ClCCl (dichloromethane). Solvent: O (water). Conditions: time 8 hour. The product is OC1=CC=C(C=C1)C=1SC(=CC1)CCCCC (2-(4-hydroxyphenyl)-5-pentylthiophene). Isolated yield 81.4%. Reaction SMILES: B(Br)(Br)Br.ClCCl.C[O:9][C:10]1[CH:15]=[CH:14][C:13]([C:16]2[S:17][C:18]([CH2:21][CH2:22][CH2:23][CH2:24][CH3:25])=[CH:19][CH:20]=2)=[CH:12][CH:11]=1>O>[OH:9][C:10]1[CH:15]=[CH:14][C:13]([C:16]2[S:17][C:18]([CH2:21][CH2:22][CH2:23][CH2:24][CH3:25])=[CH:19][CH:20]=2)=[CH:12][CH:11]=1. Procedure: A solution of boron tribromide (3.2 cm3) and dichloromethane (30 cm3) was added dropwise to a solution of 2-(4-methoxyphenyl)-5-pentylthiophene (10.0 g) and dichloromethane (70 cm3) at 0° C. under an atmosphere of nitrogen. The reaction solution was stirred overnight at room temperature and water (100 cm3) added. The organic layer was separated off and the aqueous layer extracted with dichloromethane (2×100 cm3). The combined organic layers were washed with brine (2×100 cm3) and then dried (MgSO...